Task: describe an organic reaction: reactants, conditions, products, and yield. Dataset: the Open Reaction Database (ORD), a public repository of structured organic reaction records Starting materials: [Al+3], COc1ccc(C(=O)O)cc1Br, CCOCC, [H-], [H-], [H-], [H-], [Li+]. Yields the product COc1ccc(CO)cc1Br. Reaction SMILES: [Al+3:14].[Br:1][c:2]1[cH:3][c:4]([C:5](=[O:6])[OH:7])[cH:8][cH:9][c:10]1[O:11][CH3:12].[CH3:19][CH2:20][O:21][CH2:22][CH3:23].[H-:13].[H-:16].[H-:17].[H-:18].[Li+:15]>>[Br:1][c:2]1[cH:3][c:4]([CH2:5][OH:6])[cH:8][cH:9][c:10]1[O:11][CH3:12]. The reactants are C1CCOC1, CC[O-], CC(=O)Cc1ccccc1, CCOC=O, [Na+], O. Yields the product CC(=O)C(=CO)c1ccccc1. RXN SMILES: [CH2:20]1[O:21][CH2:22][CH2:23][CH2:24]1.[CH3:17][CH2:18][O-:19].[CH3:1][C:2](=[O:3])[CH2:4][c:5]1[cH:6][cH:7][cH:8][cH:9][cH:10]1.[CH:11](=[O:12])[O:13][CH2:14][CH3:15].[Na+:16].[OH2:25]>>[CH3:1][C:2](=[O:3])[C:4]([c:5]1[cH:6][cH:7][cH:8][cH:9][cH:10]1)=[CH:11][OH:12]. Reactants: FC(C1=CC=C(C=N1)CO)(F)F ((6-(trifluoromethyl)pyridin-3-yl)methanol), P(OC1=CC=CC=C1)(OC1=CC=CC=C1)(=O)N=[N+]=[N-] (diphenyl phosphorazidate), C1CCC2=NCCCN2CC1 (DBU). The solvent is C1(=CC=CC=C1)C (toluene). Run at temperature 0 celsius, time 2 hour. Product: N(=[N+]=[N-])CC=1C=CC(=NC1)C(F)(F)F (5-(azidomethyl)-2-(trifluoromethyl)pyridine). The yield is 100.7%. Reaction SMILES: [F:1][C:2]([F:12])([F:11])[C:3]1[N:8]=[CH:7][C:6]([CH2:9]O)=[CH:5][CH:4]=1.P([N:29]=[N+:30]=[N-:31])(=O)(OC1C=CC=CC=1)OC1C=CC=CC=1.C1CCN2C(=NCCC2)CC1>C1(C)C=CC=CC=1>[N:29]([CH2:9][C:6]1[CH:5]=[CH:4][C:3]([C:2]([F:12])([F:11])[F:1])=[N:8][CH:7]=1)=[N+:30]=[N-:31]. Reported procedure: A mixture of (6-(trifluoromethyl)pyridin-3-yl)methanol (2.0 g, 11.3 mmol) and diphenyl phosphorazidate (2.93 mL, 14 mmol) was dissolved in dry toluene (20 mL). The mixture was cooled to 0° C. under Argon, and neat DBU (2.1 mL, 14 mmol) was added. The reaction mixture was stirred for 2 h at 0° C. and then at rt for 16 h. The resulting two-phase mixture was washed with water and extracted with EtOAc. The combined organic layer was concentrated in vacuo and purified by silica gel chromotography aff... The reactants are [F-].C(CCC)[N+](CCCC)(CCCC)CCCC (tetra n-butylammonium fluoride), cyanohydrine, CCOCC (ether), CC(C)C=1C(CC(=CCCC(=CCCC(=CC1)C)C)C)(C#N)O[Si](C)(C)C (2-(1-methylethyl)-5,9,13-trimethyl-1-trimethylsiloxy-2,4,8,12-cyclotetradecatetraen-1-carbonitrile). The solvent is O1CCCC1 (tetrahydrofuran), O1CCCC1 (tetrahydrofuran). Reaction conditions: time 2 day. Yields the product ketone, CC(C)C=1C(CC(=CCCC(=CCCC(=CC1)C)C)C)=O (2-(1-methylethyl)-5,9,13-trimethyl-2,4,8,12-cyclotetradecatetraen-1-one). Yield: 84.4%. RXN SMILES: CCOCC.[CH3:6][CH:7]([C:9]1[C:10]([O:28][Si](C)(C)C)(C#N)[CH2:11][C:12]([CH3:25])=[CH:13][CH2:14][CH2:15][C:16]([CH3:24])=[CH:17][CH2:18][CH2:19][C:20]([CH3:23])=[CH:21][CH:22]=1)[CH3:8].[F-].C([N+](CCCC)(CCCC)CCCC)CCC>O1CCCC1>[CH3:8][CH:7]([C:9]1[C:10](=[O:28])[CH2:11][C:12]([CH3:25])=[CH:13][CH2:14][CH2:15][C:16]([CH3:24])=[CH:17][CH2:18][CH2:19][C:20]([CH3:23])=[CH:21][CH:22]=1)[CH3:6] |f:2.3|. Reported procedure: The above cyanohydrine trimethylsily ether compound, 2-(1-methylethyl)-5,9,13-trimethyl-1-trimethylsiloxy-2,4,8,12-cyclotetradecatetraen-1-carbonitrile (657 mg, 1.7 mmol) was dissolved in 10% aqueous tetrahydrofuran (10 ml). To the solution on an ice-water bath was added a solution of 1M tetra n-butylammonium fluoride in tetrahydrofuran (0.02 ml), and the mixture was stirred and then allowed to stand at room temperature for 2 days. Most of the tetrahydrofuran was removed in vacuo and the residue... Starting materials: C(CCCCC)[C@H](C(=O)OCC1=CC=CC=C1)[C@H](C[C@@H](CCCCCCCCCCC)O)O[Si](C)(C)C(C)(C)C (benzyl (2S,3S,5R)-2-hexyl-3-[(t-butyldimethylsilyl)oxy]-5-hydroxyhexadecanoate), O1CCCC=C1 (3,4-dihydro-2H-pyran), O.C1(=CC=C(C=C1)S(=O)(=O)O)C (p-toluenesulfonic acid monohydrate). Run in C(Cl)Cl (methylene chloride). Reaction conditions: temperature -15 celsius. Yields the product C(CCCCC)[C@H](C(=O)OCC1=CC=CC=C1)[C@H](C[C@@H](CCCCCCCCCCC)OC1OCCCC1)O[Si](C)(C)C(C)(C)C (benzyl (2S,3S,5R)-2-hexyl-3-[(t-butyldimethylsilyl)oxy]5-[(tetrahydro-2 H-pyran-2-yl)oxy]hexadecanoate). Reaction SMILES: [CH2:1]([C@@H:7]([C@@H:18]([O:33][Si:34]([C:37]([CH3:40])([CH3:39])[CH3:38])([CH3:36])[CH3:35])[CH2:19][C@H:20]([OH:32])[CH2:21][CH2:22][CH2:23][CH2:24][CH2:25][CH2:26][CH2:27][CH2:28][CH2:29][CH2:30][CH3:31])[C:8]([O:10][CH2:11][C:12]1[CH:17]=[CH:16][CH:15]=[CH:14][CH:13]=1)=[O:9])[CH2:2][CH2:3][CH2:4][CH2:5][CH3:6].[O:41]1[CH:46]=[CH:45][CH2:44][CH2:43][CH2:42]1.O.C1(C)C=CC(S(O)(=O)=O)=CC=1>C(Cl)Cl>[CH2:1]([C@@H:7]([C@@H:18]([O:33][Si:34]([C:37]([CH3:38])([CH3:39])[CH3:40])([CH3:36])[CH3:35])[CH2:19][C@H:20]([O:32][CH:42]1[CH2:43][CH2:44][CH2:45][CH2:46][O:41]1)[CH2:21][CH2:22][CH2:23][CH2:24][CH2:25][CH2:26][CH2:27][CH2:28][CH2:29][CH2:30][CH3:31])[C:8]([O:10][CH2:11][C:12]1[CH:13]=[CH:14][CH:15]=[CH:16][CH:17]=1)=[O:9])[CH2:2][CH2:3][CH2:4][CH2:5][CH3:6] |f:2.3|. Reported procedure: M)f) 350 mg of benzyl (2S,3S,5R)-2-hexyl-3-[(t-butyldimethylsilyl)oxy]-5-hydroxyhexadecanoate and 0.5 ml of freshly distilled 3,4-dihydro-2H-pyran were dissolved in 10 ml of methylene chloride and cooled to -15° C. A crystal of p-toluenesulfonic acid monohydrate was added thereto. The mixture was stirred until the reaction has finished. Thereupon, the solution was evaporated and the residue was chromatographed on silica gel. There were obtained 330 mg of benzyl (2S,3S,5R)-2-hexyl-3-[(t-butyldime... The reactants are O=C([O-])[O-], CC#N, COc1cc(C2=CCCNC2)ccc1[N+](=O)[O-], CC(C)I, [K+], [K+]. Product: COc1cc(C2=CCCN(C(C)C)C2)ccc1[N+](=O)[O-]. As a reaction SMILES: [C:1](=[O:2])([O-:3])[O-:4].[CH3:28][C:29]#[N:30].[CH3:7][O:8][c:9]1[cH:10][c:11]([C:18]2=[CH:19][CH2:20][CH2:21][NH:22][CH2:23]2)[cH:12][cH:13][c:14]1[N+:15](=[O:16])[O-:17].[I:24][CH:25]([CH3:26])[CH3:27].[K+:5].[K+:6]>>[CH3:7][O:8][c:9]1[cH:10][c:11]([C:18]2=[CH:19][CH2:20][CH2:21][N:22]([CH:25]([CH3:26])[CH3:27])[CH2:23]2)[cH:12][cH:13][c:14]1[N+:15](=[O:16])[O-:17]. Reactants: CC(C)(C)OC(=O)n1ncc2cc(NC(=O)C(OS(C)(=O)=O)c3cccc(Cl)c3)ccc21, CC(C)(C)OC(=O)NCCN, C1CCOC1, c1ccncc1. Product: CC(C)(C)OC(=O)NCCNC(C(=O)Nc1ccc2c(cnn2C(=O)OC(C)(C)C)c1)c1cccc(Cl)c1. RXN SMILES: [C:1]([CH3:2])([CH3:3])([CH3:4])[O:5][C:6](=[O:7])[n:8]1[n:9][cH:10][c:11]2[cH:12][c:13]([NH:17][C:18]([CH:19]([O:20][S:21]([CH3:22])(=[O:23])=[O:24])[c:25]3[cH:26][c:27]([Cl:31])[cH:28][cH:29][cH:30]3)=[O:32])[cH:14][cH:15][c:16]12.[C:39]([CH3:40])([CH3:41])([CH3:42])[O:43][C:44]([NH:45][CH2:46][CH2:47][NH2:48])=[O:49].[CH2:50]1[O:51][CH2:52][CH2:53][CH2:54]1.[cH:33]1[cH:34][cH:35][n:36][cH:37][cH:38]1>>[C:1]([CH3:2])([CH3:3])([CH3:4])[O:5][C:6](=[O:7])[n:8]1[n:9][cH:10][c:11]2[cH:12][c:13]([NH:17][C:18]([CH:19]([c:25]3[cH:26][c:27]([Cl:31])[cH:28][cH:29][cH:30]3)[NH:48][CH2:47][CH2:46][NH:45][C:44]([O:43][C:39]([CH3:40])([CH3:41])[CH3:42])=[O:49])=[O:32])[cH:14][cH:15][c:16]12. Reactants: C1(CC1)N(C(=O)C1=NC(=NC(=C1OCC1=CC=CC=C1)O)CC1(CCCC1)N1C=CC=2C1=NC=CC2)CCO (5-benzyloxy-6-hydroxy-2-(1-pyrrolo[2,3-b]pyridin-1-yl-cyclopentylmethyl)-pyrimidine-4-carboxylic acid cyclopropyl-(2-hydroxyethyl)-amide), [Si](C)(C)(C(C)(C)C)OCCN(C(=O)C1=NC(=NC(=C1OCC1=CC=CC=C1)O)CC1(CCCC1)N1C=CC=2C1=NC=CC2)C2COC2 (5-Benzyloxy-6-hydroxy-2-(1-pyrrolo[2,3-b]pyridin-1-yl-cyclopentylmethyl)-pyrimidine-4-carboxylic acid [2-(tert-butyl-dimethylsilanyloxy)-ethyl]oxetan-3-yl-amide). The product is OCCN(C(=O)C1=NC(=NC(=C1OCC1=CC=CC=C1)O)CC1(CCCC1)N1C=CC=2C1=NC=CC2)C2COC2 (5-Benzyloxy-6-hydroxy-2-(1-pyrrolo[2,3-b]pyridin-1-yl-cyclopentylmethyl)-pyrimidine-4-carboxylic acid (2-hydroxyethyl)-oxetan-3-yl-amide). Reaction SMILES: C1(N(CCO)C(C2C(OCC3C=CC=CC=3)=C(O)N=C(CC3(N4C5=NC=CC=C5C=C4)CCCC3)N=2)=O)CC1.[Si]([O:47][CH2:48][CH2:49][N:50]([CH:83]1[CH2:86][O:85][CH2:84]1)[C:51]([C:53]1[C:58]([O:59][CH2:60][C:61]2[CH:66]=[CH:65][CH:64]=[CH:63][CH:62]=2)=[C:57]([OH:67])[N:56]=[C:55]([CH2:68][C:69]2([N:74]3[C:78]4=[N:79][CH:80]=[CH:81][CH:82]=[C:77]4[CH:76]=[CH:75]3)[CH2:73][CH2:72][CH2:71][CH2:70]2)[N:54]=1)=[O:52])(C(C)(C)C)(C)C>>[OH:47][CH2:48][CH2:49][N:50]([CH:83]1[CH2:86][O:85][CH2:84]1)[C:51]([C:53]1[C:58]([O:59][CH2:60][C:61]2[CH:62]=[CH:63][CH:64]=[CH:65][CH:66]=2)=[C:57]([OH:67])[N:56]=[C:55]([CH2:68][C:69]2([N:74]3[C:78]4=[N:79][CH:80]=[CH:81][CH:82]=[C:77]4[CH:76]=[CH:75]3)[CH2:73][CH2:72][CH2:71][CH2:70]2)[N:54]=1)=[O:52]. Reported procedure: 5-Benzyloxy-6-hydroxy-2-(1-pyrrolo[2,3-b]pyridin-1-yl-cyclopentylmethyl)-pyrimidine-4-carboxylic acid (2-hydroxyethyl)-oxetan-3-yl-amide (422) was prepared following the same method as described for 5-benzyloxy-6-hydroxy-2-(1-pyrrolo[2,3-b]pyridin-1-yl-cyclopentylmethyl)-pyrimidine-4-carboxylic acid cyclopropyl-(2-hydroxyethyl)-amide (418) from 5-benzyloxy-6-hydroxy-2-(1-pyrrolo[2,3-b]pyridin-1-yl-cyclopentylmethyl)-pyrimidine-4-carboxylic acid [2-(tert-butyl-dimethylsilanyloxy)-ethyl]-oxetan-3-... The reactants are C1(C=2C(C(=O)O1)=CC=CC2)=O (phthalic anhydride), C=1C=CC2=C(C1)C(=O)C=CC2=O (naphthoquinone). Run at temperature 180 celsius. The product is C=1C=CC2=C(C1)C(=O)C=CC2=O (naphthoquinone), C(C=1C(C(=O)O)=CC=CC1)(=O)O (phthalic acid). Reaction SMILES: [C:1]1(=[O:11])[O:6][C:4](=[O:5])[C:3]2=[CH:7][CH:8]=[CH:9][CH:10]=[C:2]12.[CH:12]1[CH:13]=[CH:14][C:15]2[C:22](=[O:23])[CH:21]=[CH:20][C:18](=[O:19])[C:16]=2[CH:17]=1>>[CH:13]1[CH:12]=[CH:17][C:16]2[C:18](=[O:19])[CH:20]=[CH:21][C:22](=[O:23])[C:15]=2[CH:14]=1.[C:1]([OH:6])(=[O:11])[C:2]1[C:3](=[CH:7][CH:8]=[CH:9][CH:10]=1)[C:4]([OH:19])=[O:5]. Procedure details: A reaction mixture gas containing 5.0 wt. parts of phthalic anhydride and 2.4 wt. parts of naphthoquinone which was formed by a catalytic vapor phase oxidation, was cooled to 180° C. by a gas cooler and was introduced into the mother liquor (pH of 1.9) to obtain an aqueous slurry of naphthoquinone and phthalic acid. The slurry (pH 1.7) was heated to 85° C. to dissolve all of phthalic acid. Naphthoquinone was extracted from the slurry of naphthoquinone in a counter-current extraction with 8.0 wt.... The reactants are FC1=C(C=C(C(=O)OC)C=C1)[N+](=O)[O-] (Methyl 4-fluoro-3-nitrobenzoate), C[S-].[Na+] (sodium thiomethoxide), O (water). Solvent: CN1C(N(CC1)C)=O (1,3-dimethyl-2-imidazolidinone). Conditions: time 2 hour. The product is CSC1=C(C=C(C(=O)OC)C=C1)[N+](=O)[O-] (methyl 4-methylthio-3-nitrobenzoate). Isolated yield 22.2%. Reaction SMILES: F[C:2]1[CH:11]=[CH:10][C:5]([C:6]([O:8][CH3:9])=[O:7])=[CH:4][C:3]=1[N+:12]([O-:14])=[O:13].[CH3:15][S-:16].[Na+].O>CN1CCN(C)C1=O>[CH3:15][S:16][C:2]1[CH:11]=[CH:10][C:5]([C:6]([O:8][CH3:9])=[O:7])=[CH:4][C:3]=1[N+:12]([O-:14])=[O:13] |f:1.2|. Procedure details: Methyl 4-fluoro-3-nitrobenzoate (13.6 g) was added over 10 minutes to a stirred solution of sodium thiomethoxide (4.8 g) in 1,3-dimethyl-2-imidazolidinone (100 ml). The dark brown solution was stirred for 2 hours and was then heated on a steam bath for 2.5 hours. After cooling, the solution was poured into water (1.0 liter) and was extracted with diethyl ether (300 ml and then 2×200 ml). The ether solution was washed with water (2×250 ml), was dried over magnesium sulphate and was then concentra...